This data is from the Open Reaction Database (ORD), a public repository of structured organic reaction records. The task is: describe an organic reaction: reactants, conditions, products, and yield The reactants are CN1CCCNCC1, Cc1cc(C)c2oc(S)nc2c1, ClC(Cl)Cl. The product is Cc1cc(C)c2oc(N3CCCN(C)CC3)nc2c1. Reaction SMILES: [CH3:13][N:14]1[CH2:15][CH2:16][NH:17][CH2:18][CH2:19][CH2:20]1.[CH3:1][c:2]1[cH:3][c:4]([CH3:12])[c:5]2[c:6]([n:7][c:8]([SH:10])[o:9]2)[cH:11]1.[CH:21]([Cl:22])([Cl:23])[Cl:24]>>[CH3:1][c:2]1[cH:3][c:4]([CH3:12])[c:5]2[c:6]([n:7][c:8]([N:17]3[CH2:16][CH2:15][N:14]([CH3:13])[CH2:20][CH2:19][CH2:18]3)[o:9]2)[cH:11]1. Starting materials: BrC=1C=C(C=NC1)C=O (5-Bromo-pyridin-3-carbaldehyde), C(CC(=O)O)(=O)O (malonic acid), N1CCCCC1 (piperidine). The solvent is N1=CC=CC=C1 (pyridine). Reaction conditions: temperature 100 celsius, time 1 hour. The product is BrC=1C=C(C=NC1)C=CC(=O)O (3-(5-bromo-pyridin-3-yl)-acrylic acid). Yield: 154.5%. Reaction SMILES: [Br:1][C:2]1[CH:3]=[C:4]([CH:8]=O)[CH:5]=[N:6][CH:7]=1.C(O)(=O)[CH2:11][C:12]([OH:14])=[O:13].N1CCCCC1>N1C=CC=CC=1>[Br:1][C:2]1[CH:3]=[C:4]([CH:8]=[CH:11][C:12]([OH:14])=[O:13])[CH:5]=[N:6][CH:7]=1. Reported procedure: 5-Bromo-pyridin-3-carbaldehyde (15.0 g, 80.6 mmol), malonic acid (18.9 g, 181.4 mmol), and piperidine (6.6 mL, 66.9 mmol) were added to pyridine (48.9 mL). The reaction mixture was stirred at 100° C. for 1 hour, concentrated under reduced pressure, and then distilled water was added thereto. The mixture was filtered and then the resulting solid was dried under reduced pressure to give 28.4 g of the titled compound as a white solid.